This data is from the Open Reaction Database (ORD), a public repository of structured organic reaction records. The task is: describe an organic reaction: reactants, conditions, products, and yield Starting materials: Cl (hydrochloric acid), CO (Methanol), aqueous solution, [OH-].[Na+] (sodium hydroxide), C(C)(=O)OC1=C(C(=O)NC2=C(C(=O)OC)C=CC(=C2)C2=CC=CC=C2)C=CC=C1C (methyl 2-(2-acetoxy-3-methylbenzamido)-4-phenylbenzoate). Solvent: O1CCOCC1 (dioxane). Run at time 7 hour. Yields the product OC1=C(C(=O)NC2=C(C(=O)O)C=CC(=C2)C2=CC=CC=C2)C=CC=C1C (2-(2-hydroxy-3-methylbenzamido)-4-phenylbenzoic acid). Isolated yield 82.4%. Reaction SMILES: CO.[OH-].[Na+].C([O:8][C:9]1[C:33]([CH3:34])=[CH:32][CH:31]=[CH:30][C:10]=1[C:11]([NH:13][C:14]1[CH:23]=[C:22]([C:24]2[CH:29]=[CH:28][CH:27]=[CH:26][CH:25]=2)[CH:21]=[CH:20][C:15]=1[C:16]([O:18]C)=[O:17])=[O:12])(=O)C.Cl>O1CCOCC1>[OH:8][C:9]1[C:33]([CH3:34])=[CH:32][CH:31]=[CH:30][C:10]=1[C:11]([NH:13][C:14]1[CH:23]=[C:22]([C:24]2[CH:29]=[CH:28][CH:27]=[CH:26][CH:25]=2)[CH:21]=[CH:20][C:15]=1[C:16]([OH:18])=[O:17])=[O:12] |f:1.2|. Procedure details: Methanol (2 mL), dioxane (4 mL), and a 2 mol/L aqueous solution of sodium hydroxide (0.77 mL) were added to the obtained methyl 2-(2-acetoxy-3-methylbenzamido)-4-phenylbenzoate (0.062 g), followed by stirring at room temperature for 7 hours. The reaction mixture was adjusted to a pH of 1.1 with 6 mol/L hydrochloric acid. The solid substance was collected by filtration to obtain 0.044 g of 2-(2-hydroxy-3-methylbenzamido)-4-phenylbenzoic acid as a white solid. Starting materials: C(C)(C)(C)OC(=O)N1C(SCC1)C(=O)O (3-(tert-butoxycarbonyl)-1,3-thiazolidine-2-carboxylic acid), C(C1=CC=CC=C1)N (benzylamine), C1=CC=C(C=C1)/C(=N/O)/C2=CC=C(C=C2)[N+](=O)[O-] (oxime resin), C1(=CC=C(C=C1)S(=O)(=O)Cl)C1=CC=CC=C1 ([1,1′-biphenyl]-4-sulfonyl chloride). Product: C(C1=CC=CC=C1)NC(=O)C1SCCN1S(=O)(=O)C1=CC=C(C=C1)C1=CC=CC=C1 (N-benzyl-3-([1,1′-biphenyl]-4-ylsulfonyl)-1,3-thiazolidine-2-carboxamide). As a reaction SMILES: C(OC([N:8]1[CH2:12][CH2:11][S:10][CH:9]1[C:13]([OH:15])=O)=O)(C)(C)C.[CH:16]1[CH:21]=[CH:20][C:19](/[C:22](/C2C=CC([N+]([O-])=O)=CC=2)=[N:23]/O)=[CH:18][CH:17]=1.[C:34]1([C:44]2[CH:49]=[CH:48][CH:47]=[CH:46][CH:45]=2)[CH:39]=[CH:38][C:37]([S:40](Cl)(=[O:42])=[O:41])=[CH:36][CH:35]=1.C(N)C1C=CC=CC=1>>[CH2:22]([NH:23][C:13]([CH:9]1[N:8]([S:40]([C:37]2[CH:38]=[CH:39][C:34]([C:44]3[CH:49]=[CH:48][CH:47]=[CH:46][CH:45]=3)=[CH:35][CH:36]=2)(=[O:42])=[O:41])[CH2:12][CH2:11][S:10]1)=[O:15])[C:19]1[CH:20]=[CH:21][CH:16]=[CH:17][CH:18]=1. Reported procedure: Following the general solid phase method as outlined Example 33, starting from 3-(tert-butoxycarbonyl)-1,3-thiazolidine-2-carboxylic acid, Kaiser oxime resin, [1,1′-biphenyl]-4-sulfonyl chloride and benzylamine, the title compound was obtained in 97% purity by HPLC.